The task is: describe an organic reaction: reactants, conditions, products, and yield. This data is from the Open Reaction Database (ORD), a public repository of structured organic reaction records. Starting materials: CC(C)(C#Cc1ncccn1)Oc1ccc(C#N)cc1, Clc1ccccc1Cl. Product: CC1(C)C=C(c2ncccn2)c2cc(C#N)ccc2O1. Reaction SMILES: [CH3:1][C:2]([C:3]#[C:4][c:5]1[n:6][cH:7][cH:8][cH:9][n:10]1)([O:11][c:12]1[cH:13][cH:14][c:15]([C:16]#[N:17])[cH:18][cH:19]1)[CH3:20].[Cl:21][c:22]1[cH:23][cH:24][cH:25][cH:26][c:27]1[Cl:28]>>[CH3:1][C:2]1([CH3:20])[CH:3]=[C:4]([c:5]2[n:6][cH:7][cH:8][cH:9][n:10]2)[c:19]2[c:12]([cH:13][cH:14][c:15]([C:16]#[N:17])[cH:18]2)[O:11]1. The reactants are COC(=O)C=1NS(C2=C(C1O)C=CC=C2)(=O)=O (4-hydroxy-1,1-dioxo-1,2-dihydro-1λ6 -benzo[e][1,2]thiazine-3-carboxylic acid methyl ester), [H-].[Na+] (sodium hydride), C1OC=2C=C(CCl)C=CC2O1 (3,4-methylenedioxybenzyl chloride). Solvent: C(C)(=O)OCC (ethyl acetate), CN(C)C=O (DMF). Conditions: time 5 minute. The product is COC(=O)C=1N(S(C2=C(C1O)C=CC=C2)(=O)=O)CC2=CC1=C(OCO1)C=C2 (2-Benzo[1,3]dioxol-5-ylmethyl-4-hydroxy-1,1-dioxo-1,2-dihydro-1λ6 -benzo[e][1,2]thiazine-3-carboxylic acid methyl ester). Isolated yield 71.7%. As a reaction SMILES: [CH3:1][O:2][C:3]([C:5]1[NH:6][S:7](=[O:17])(=[O:16])[C:8]2[CH:15]=[CH:14][CH:13]=[CH:12][C:9]=2[C:10]=1[OH:11])=[O:4].[H-].[Na+].[CH2:20]1[O:30][C:29]2[CH:28]=[CH:27][C:24]([CH2:25]Cl)=[CH:23][C:22]=2[O:21]1>CN(C=O)C.C(OCC)(=O)C>[CH3:1][O:2][C:3]([C:5]1[N:6]([CH2:25][C:24]2[CH:27]=[CH:28][C:29]3[O:30][CH2:20][O:21][C:22]=3[CH:23]=2)[S:7](=[O:17])(=[O:16])[C:8]2[CH:15]=[CH:14][CH:13]=[CH:12][C:9]=2[C:10]=1[OH:11])=[O:4] |f:1.2|. Procedure: To 4-hydroxy-1,1-dioxo-1,2-dihydro-1λ6 -benzo[e][1,2]thiazine-3-carboxylic acid methyl ester (1.48 g, 5.84 mmol) in DMF (10 mL) was added sodium hydride (0.257 g, 60%, 6.4 mmol) and the mixture stirred for 5 minutes. 3,4-methylenedioxybenzyl chloride (2.2 g, 50 wt. % in dichloromethane, 6.4 mmol) was added and the mixture stirred at room temperature for 18 hours. Diluted with ethyl acetate (100 mL), washed with water (2×80 mL), brine (80 mL), dried over magnesium sulfate, removed solvent in vacu... The reactants are ClCCl, COc1cccc(C2(CCN)C=CCCC2)c1, O=C(O)C1CC1, [Cl-], [K]. RXN SMILES: [CH2:26]([Cl:27])[Cl:28].[CH3:9][O:10][c:11]1[cH:12][c:13]([C:17]2([CH2:23][CH2:24][NH2:25])[CH:18]=[CH:19][CH2:20][CH2:21][CH2:22]2)[cH:14][cH:15][cH:16]1.[CH:2]1([C:5]([OH:6])=[O:7])[CH2:3][CH2:4]1.[Cl-:1].[K:8]>>[CH:2]1([CH2:5][NH:25][CH2:24][CH2:23][C:17]2([c:13]3[cH:12][c:11]([O:10][CH3:9])[cH:16][cH:15][cH:14]3)[CH:18]=[CH:19][CH2:20][CH2:21][CH2:22]2)[CH2:3][CH2:4]1. Yields the product COc1cccc(C2(CCNCC3CC3)C=CCCC2)c1. The reactants are CC(C)c1noc(CCN(C(=O)[O-])C(C)(C)C)n1, ClCCl, Cl. Product: Cl, CC(C)c1noc(CCN)n1. RXN SMILES: [C:1]([N:5]([C:2](=[O:3])[O-:4])[CH2:9][CH2:10][c:11]1[n:12][c:13]([CH:16]([CH3:17])[CH3:18])[n:14][o:15]1)([CH3:6])([CH3:7])[CH3:8].[Cl:20][CH2:21][Cl:22].[ClH:19]>>[ClH:19].[NH2:5][CH2:9][CH2:10][c:11]1[n:12][c:13]([CH:16]([CH3:17])[CH3:18])[n:14][o:15]1. Reactants: C(CC)[S-].[Na+] (sodium propane-1-thiolate), ClCC1=CC(=CC=C1)[N+](=O)[O-] (1-(chloromethyl)-3-nitrobenzene), O (water). Run in CN(C)C=O (DMF). Run at temperature 60 celsius, time 8 hour. The product is [N+](=O)([O-])C=1C=C(CSCCC)C=CC1 ((3-nitrobenzyl)(propyl)sulfane). Yield: 91.2%. RXN SMILES: Cl[CH2:2][C:3]1[CH:8]=[CH:7][CH:6]=[C:5]([N+:9]([O-:11])=[O:10])[CH:4]=1.[CH2:12]([S-:15])[CH2:13][CH3:14].[Na+].O>CN(C=O)C>[N+:9]([C:5]1[CH:4]=[C:3]([CH:8]=[CH:7][CH:6]=1)[CH2:2][S:15][CH2:12][CH2:13][CH3:14])([O-:11])=[O:10] |f:1.2|. Reported procedure: A solution of 1-(chloromethyl)-3-nitrobenzene (10.0 g, 58.1 mmol) in DMF (30 mL) was stirred at room temperature, then sodium propane-1-thiolate (5.7 g, 58.1 mmol) was added, followed by stirring at 60° C. overnight. After water was added, the aqueous layer was extracted with ethyl acetate 3 times. The combined organic phase was washed with brine, dried over sodium sulfate and concentrated to give (3-nitrobenzyl)(propyl)sulfane (11.2 g, yield 91%). Reaction SMILES: [CH3:19][O:20][c:21]1[cH:22][cH:23][cH:24][cH:25][cH:26]1.[Cl:1][c:2]1[cH:3][c:4]2[c:5]([CH2:11][CH:12]([CH3:13])[CH:14]3[O:15][CH2:16][CH2:17][O:18]3)[cH:6][nH:7][c:8]2[cH:9][cH:10]1.[Cu:41].[F:27][c:28]1[cH:29][cH:30][c:31]([I:34])[cH:32][cH:33]1.[Na+:35].[Na+:36].[O-:37][C:38](=[O:39])[O-:40]>>[Cl:1][c:2]1[cH:3][c:4]2[c:5]([CH2:11][CH:12]([CH3:13])[CH:14]3[O:15][CH2:16][CH2:17][O:18]3)[cH:6][n:7](-[c:31]3[cH:30][cH:29][c:28]([F:27])[cH:33][cH:32]3)[c:8]2[cH:9][cH:10]1. Starting materials: COc1ccccc1, CC(Cc1c[nH]c2ccc(Cl)cc12)C1OCCO1, [Cu], Fc1ccc(I)cc1, [Na+], [Na+], O=C([O-])[O-]. The product is CC(Cc1cn(-c2ccc(F)cc2)c2ccc(Cl)cc12)C1OCCO1. The reactants are CC(=O)Nc1nc(C)c(-c2cncc(Br)c2)s1, O=C([O-])[O-], Cc1ccccc1, [Cs+], [Cs+], [Na+], O=S([O-])c1ccccc1, CC1(C)c2cccc(P(c3ccccc3)c3ccccc3)c2Oc2c(P(c3ccccc3)c3ccccc3)cccc21. Product: CC(=O)Nc1nc(C)c(-c2cncc(S(=O)(=O)c3ccccc3)c2)s1. RXN SMILES: [Br:1][c:2]1[cH:3][c:4](-[c:8]2[c:9]([CH3:17])[n:10][c:11]([NH:13][C:14]([CH3:15])=[O:16])[s:12]2)[cH:5][n:6][cH:7]1.[C:70](=[O:71])([O-:72])[O-:73].[CH3:76][c:77]1[cH:78][cH:79][cH:80][cH:81][cH:82]1.[Cs+:74].[Cs+:75].[Na+:27].[c:18]1([S:24](=[O:25])[O-:26])[cH:19][cH:20][cH:21][cH:22][cH:23]1.[c:28]1([P:29]([c:30]2[cH:31][cH:32][cH:33][cH:34][cH:35]2)[c:36]2[c:37]3[c:61]([cH:62][cH:63][cH:64]2)[C:58]([CH3:59])([CH3:60])[c:40]2[c:39]([c:44]([P:45]([c:46]4[cH:47][cH:48][cH:49][cH:50][cH:51]4)[c:52]4[cH:53][cH:54][cH:55][cH:56][cH:57]4)[cH:43][cH:42][cH:41]2)[O:38]3)[cH:65][cH:66][cH:67][cH:68][cH:69]1>>[c:2]1([S:24]([c:18]2[cH:19][cH:20][cH:21][cH:22][cH:23]2)(=[O:25])=[O:26])[cH:3][c:4](-[c:8]2[c:9]([CH3:17])[n:10][c:11]([NH:13][C:14]([CH3:15])=[O:16])[s:12]2)[cH:5][n:6][cH:7]1.